Dataset: the Open Reaction Database (ORD), a public repository of structured organic reaction records. Task: describe an organic reaction: reactants, conditions, products, and yield Starting materials: ClC=1C=C2C(C(=CN(C2=C(C1F)F)C1CC1)C(=O)O)=O (6-chloro-1-cyclopropyl-7,8-difluoro-1,4-dihydro-4-oxo-3-quinolinecarboxylic acid), OC1CCNCC1 (4-hydroxypiperidine). The product is ClC=1C=C2C(C(=CN(C2=C(C1N1CCC(CC1)O)F)C1CC1)C(=O)O)=O (6-chloro-1-cyclopropyl-8-fluoro-1,4-dihydro-7-(4-hydroxy-1-piperidinyl)-4-oxo-3-quinolinecarboxylic acid). As a reaction SMILES: [Cl:1][C:2]1[CH:3]=[C:4]2[C:9](=[C:10]([F:13])[C:11]=1F)[N:8]([CH:14]1[CH2:16][CH2:15]1)[CH:7]=[C:6]([C:17]([OH:19])=[O:18])[C:5]2=[O:20].[OH:21][CH:22]1[CH2:27][CH2:26][NH:25][CH2:24][CH2:23]1>>[Cl:1][C:2]1[CH:3]=[C:4]2[C:9](=[C:10]([F:13])[C:11]=1[N:25]1[CH2:26][CH2:27][CH:22]([OH:21])[CH2:23][CH2:24]1)[N:8]([CH:14]1[CH2:16][CH2:15]1)[CH:7]=[C:6]([C:17]([OH:19])=[O:18])[C:5]2=[O:20]. Reported procedure: When the product from Example A is reacted with 4-hydroxypiperidine in analogy to Example 17, then 6-chloro-1-cyclopropyl-8-fluoro-1,4-dihydro-7-(4-hydroxy-1-piperidinyl)-4-oxo-3-quinolinecarboxylic acid of melting point 226°-221° (with decomposition) is obtained. The reactants are OCC(=O)[C@@H](O)[C@H](O)[C@H](O)CO (D-(-)-fructose), Cl (hydrogen chloride), CCCCCCCCCCCC[N+](C)(C)CC(=O)[O-].[Na+].[Cl-] (lauryldimethylbetaine), O (water). Run in C1(=CC=CC=C1)C (toluene). Reaction conditions: time 3 hour. The product is ClCC1=CC=C(C=O)O1 (5-chloromethylfurfural). Reaction SMILES: [OH:1][CH2:2][C:3]([C@H:5]([C@@H:7]([C@@H:9]([CH2:11]O)[OH:10])O)O)=O.CCCCCCCCCCCC[N+](CC([O-])=O)(C)C.[Na+].[Cl-:33].O.Cl>C1(C)C=CC=CC=1>[Cl:33][CH2:11][C:9]1[O:10][C:3]([CH:2]=[O:1])=[CH:5][CH:7]=1 |f:1.2.3|. Reported procedure: To a three-necked flask equipped with a condenser and a stirrer were added 5 g (0.028 mole) of a commercially available D-(-)-fructose and a surface active agent, 82.3 mg (0.00028 mole) of lauryldimethylbetaine. Then, 5 ml of water and 30 ml of toluene were added thereto and the mixture was stirred. Thereafter, a molar excess of hydrogen chloride was passed through the mixture at room temperature for about 30 minutes with thorough stirring. After the reaction was continued at room temperature fo... Product: CC(=O)N(c1ccc(Cl)cc1)C1CC(C)N(C(=O)c2ccc(F)cc2)c2ccccc21. Reaction SMILES: [CH3:38][CH2:39][O:40][C:41](=[O:42])[CH3:43].[Cl:22][c:23]1[cH:24][cH:25][c:26]([B:29]([OH:30])[OH:31])[cH:27][cH:28]1.[NH2:1][CH:2]1[CH2:3][CH:4]([CH3:21])[N:5]([C:12](=[O:13])[c:14]2[cH:15][cH:16][c:17]([F:20])[cH:18][cH:19]2)[c:6]2[cH:7][cH:8][cH:9][cH:10][c:11]21.[O:44]=[CH:45][N:46]([CH3:47])[CH3:48].[cH:32]1[cH:33][cH:34][n:35][cH:36][cH:37]1>>[N:1]([CH:2]1[CH2:3][CH:4]([CH3:21])[N:5]([C:12](=[O:13])[c:14]2[cH:15][cH:16][c:17]([F:20])[cH:18][cH:19]2)[c:6]2[cH:7][cH:8][cH:9][cH:10][c:11]21)([c:26]1[cH:25][cH:24][c:23]([Cl:22])[cH:28][cH:27]1)[C:39]([CH3:38])=[O:40]. The reactants are CCOC(C)=O, OB(O)c1ccc(Cl)cc1, CC1CC(N)c2ccccc2N1C(=O)c1ccc(F)cc1, CN(C)C=O, c1ccncc1. Product: O=C(Nc1cccc2nc3c(nc12)N1CCCCC1CO3)c1ccccc1. Reaction SMILES: [C:22]([c:23]1[cH:24][cH:25][cH:26][cH:27][cH:28]1)(=[O:29])[Cl:30].[CH2:31]([Cl:32])[Cl:33].[NH2:1][c:2]1[c:3]2[n:4][c:5]3[c:6]([n:7][c:8]2[cH:9][cH:10][cH:11]1)[O:12][CH2:13][CH:14]1[N:15]3[CH2:16][CH2:17][CH2:18][CH2:19]1.[Na+:21].[OH-:20]>>[NH:1]([c:2]1[c:3]2[n:4][c:5]3[c:6]([n:7][c:8]2[cH:9][cH:10][cH:11]1)[O:12][CH2:13][CH:14]1[N:15]3[CH2:16][CH2:17][CH2:18][CH2:19]1)[C:22]([c:23]1[cH:24][cH:25][cH:26][cH:27][cH:28]1)=[O:29]. The reactants are O=C(Cl)c1ccccc1, ClCCl, Nc1cccc2nc3c(nc12)N1CCCCC1CO3, [Na+], [OH-].